This data is from the Open Reaction Database (ORD), a public repository of structured organic reaction records. The task is: describe an organic reaction: reactants, conditions, products, and yield Starting materials: NC1=C(C=C(C=N1)CO)Br ((6-amino-5-bromopyridin-3-yl)methanol). The reagents and catalysts are O=[Mn]=O (MnO2). Solvent: C1(=CC=CC=C1)C (toluene). Reaction conditions: temperature 80 celsius, time 2 hour. The product is NC1=NC=C(C=O)C=C1Br (6-amino-5-bromonicotinaldehyde). The yield is 95.7%. RXN SMILES: [NH2:1][C:2]1[N:7]=[CH:6][C:5]([CH2:8][OH:9])=[CH:4][C:3]=1[Br:10]>C1(C)C=CC=CC=1.O=[Mn]=O>[NH2:1][C:2]1[C:3]([Br:10])=[CH:4][C:5]([CH:8]=[O:9])=[CH:6][N:7]=1. Reported procedure: To a suspension of compound A of Example 5 (1.9 g, 9.36 mmol) in toluene (20 mL) was added activated MnO2 (2.2 g, 25.6 mmol) and the mixture was heated to 80° C. with vigorous stirring. After 2 h, the mixture was cooled to RT and filtered. The filtrate was concentrated in vacuo to obtain 6-amino-5-bromonicotinaldehyde as a solid (1.8 g, 96%). LC/MS; (M+H)+=203, 201 (1:1 ratio). 1H NMR (CD3OD, 300 MHz) δ 9.59 (s, 1H), 8.34 (s, 1H), 8.03 (s, 1H). Starting materials: [NH4+].[OH-] (NH4OH), ClC1=C2NC(NC2=NC(=N1)NC=1C=C(C#N)C=CC1[N+](=O)[O-])=O (3-(6-chloro-8-oxo-8,9-dihydro-7H-purin-2-ylamino)-4-nitrobenzonitrile), C(C)(=O)O (acetic acid), O (water). Reagents/catalysts: [Fe] (iron). Solvent: C(C)O (ethanol). Conditions: temperature 90 celsius, time 15 minute. Product: NC1=C(C=C(C#N)C=C1)NC1=NC(=C2NC(NC2=N1)=O)Cl (4-amino-3-(6-chloro-8-oxo-8,9-dihydro-7H-purin-2-ylamino) benzonitrile). RXN SMILES: [Cl:1][C:2]1[N:10]=[C:9]([NH:11][C:12]2[CH:13]=[C:14]([CH:17]=[CH:18][C:19]=2[N+:20]([O-])=O)[C:15]#[N:16])[N:8]=[C:7]2[C:3]=1[NH:4][C:5](=[O:23])[NH:6]2.C(O)(=O)C.O.[NH4+].[OH-]>[Fe].C(O)C>[NH2:20][C:19]1[CH:18]=[CH:17][C:14]([C:15]#[N:16])=[CH:13][C:12]=1[NH:11][C:9]1[N:8]=[C:7]2[C:3]([NH:4][C:5](=[O:23])[NH:6]2)=[C:2]([Cl:1])[N:10]=1 |f:3.4|. Procedure details: To 3-(6-chloro-8-oxo-8,9-dihydro-7H-purin-2-ylamino)-4-nitrobenzonitrile (0.41 g, 1.23 mmol) was added glacial acetic acid (30 mL), water (75 mL) and ethanol (150 mL), followed by iron powder (Aldrich, 0.69 g, 12.3 mmol, 10 equiv.) and the reaction mixture was stirred at 90° C. for 15 min (LC-MS monitoring), when it became a clear dark orange solution. It was cooled to r.t., then concentrated NH4OH (50 mL) was added to bring the pH to 11. The reaction mixture was stirred at r.t. for 30 min. Repe... Reaction conditions: temperature 50 celsius, time 15 minute. Yields the product COC1=C(C=CC2=CC=CC=C12)C(=O)OC (Methyl 1-methoxy-2-naphthoate). Reported procedure: Over a 15 minute period, 149 g. (2.7 moles) of ground potassium hydroxide is added to 180 g. (0.96 mole) of 1-hydroxy-2-naphthoic acid in 2.5 l. of dimethylformamide (during the course of which the temperature rises to 32° C.). The reaction mixture is stirred at 20°-25° C. for 16 hours and at 50° C. for 2 hours and cooled to 40° C. 387 g. (2.7 moles) of methyl iodide is added, and the reaction mixture is stirred at 40°-50° C. for 4 hours. 4 l. of saturated sodium chloride solution is added, and ... Reaction SMILES: [OH-].[K+].[OH:3][C:4]1[C:13]2[C:8](=[CH:9][CH:10]=[CH:11][CH:12]=2)[CH:7]=[CH:6][C:5]=1[C:14]([OH:16])=O.[CH3:17]I.[Cl-].[Na+].CN(C)[CH:23]=[O:24]>>[CH3:17][O:3][C:4]1[C:13]2[C:8](=[CH:9][CH:10]=[CH:11][CH:12]=2)[CH:7]=[CH:6][C:5]=1[C:14]([O:24][CH3:23])=[O:16] |f:0.1,4.5|. The reactants are [OH-].[K+] (potassium hydroxide), [Cl-].[Na+] (sodium chloride), CN(C=O)C (dimethylformamide), OC1=C(C=CC2=CC=CC=C12)C(=O)O (1-hydroxy-2-naphthoic acid), CI (methyl iodide). Reactants: C, O=C(OCc1ccccc1)N1CCC(NC(=O)N(CCCN2CCC(Cc3ccccc3)CC2)c2ccccc2)CC1, CO, [Pd]. Yields the product O=C(NC1CCNCC1)N(CCCN1CCC(Cc2ccccc2)CC1)c1ccccc1. As a reaction SMILES: [C:45].[CH2:1]([O:2][C:3](=[O:4])[N:11]1[CH2:12][CH2:13][CH:14]([NH:17][C:18]([N:19]([c:20]2[cH:21][cH:22][cH:23][cH:24][cH:25]2)[CH2:26][CH2:27][CH2:28][N:29]2[CH2:30][CH2:31][CH:32]([CH2:35][c:36]3[cH:37][cH:38][cH:39][cH:40][cH:41]3)[CH2:33][CH2:34]2)=[O:42])[CH2:15][CH2:16]1)[c:5]1[cH:6][cH:7][cH:8][cH:9][cH:10]1.[CH3:43][OH:44].[Pd:46]>>[NH:11]1[CH2:12][CH2:13][CH:14]([NH:17][C:18]([N:19]([c:20]2[cH:21][cH:22][cH:23][cH:24][cH:25]2)[CH2:26][CH2:27][CH2:28][N:29]2[CH2:30][CH2:31][CH:32]([CH2:35][c:36]3[cH:37][cH:38][cH:39][cH:40][cH:41]3)[CH2:33][CH2:34]2)=[O:42])[CH2:15][CH2:16]1.